This data is from the Open Reaction Database (ORD), a public repository of structured organic reaction records. The task is: describe an organic reaction: reactants, conditions, products, and yield Starting materials: CC(C)(C)OC(=O)NC(C(=O)O)c1ccsc1, C1CCOC1. The product is CC(C)(C)OC(=O)NC(CO)c1ccsc1. RXN SMILES: [C:1]([CH3:2])([CH3:3])([CH3:4])[O:5][C:6](=[O:7])[NH:8][CH:9]([C:10](=[O:11])[OH:12])[c:13]1[cH:14][s:15][cH:16][cH:17]1.[CH2:18]1[O:19][CH2:20][CH2:21][CH2:22]1>>[C:1]([CH3:2])([CH3:3])([CH3:4])[O:5][C:6](=[O:7])[NH:8][CH:9]([CH2:10][OH:11])[c:13]1[cH:14][s:15][cH:16][cH:17]1. The reactants are [K+].[Br-] (KBr), CC(C(=O)OCC)(CC1=CNC2=CC=CC=C12)C(=O)NCC12CC3CC(CC(C1)C3)C2 (Ethyl α-methyl-α-[[(tricyclo[3.3.1.13,7 ]dec-1-ylmethyl)amino]carbonyl]-1H-indole-3-propanoate), CC(C(=O)O)(CC1=CNC2=CC=CC=C12)C(=O)NC1C2CC3CC(CC1C3)C2 ((±)-α-methyl-α-[(tricyclo[3.3.1.13,7 ]dec-2-ylamino)carbonyl]-1H-indole-3-propanoic acid), CC(C(=O)OCC)(CC1=CNC2=CC=CC=C12)C(=O)NCC12CC3CC(CC(C1)C3)C2 (Ethyl α-methyl-α-[[(tricyclo[3.3.1.13,7 ]dec-1-ylmethyl)amino]carbonyl]-1H-indole-3-propanoate). Yields the product CC(C(=O)O)(CC1=CNC2=CC=CC=C12)C(=O)NCC12CC3CC(CC(C1)C3)C2 ((+)α-methyl-α-[[(tricyclo[3.3.1.13,7 ]dec-1-ylmethyl)amino]carbonyl]-1H-indole-3-propanoic acid). As a reaction SMILES: [CH3:1][C:2]([C:18]([NH:20][CH2:21][C:22]12[CH2:31][CH:26]3[CH2:27][CH:28]([CH2:30][CH:24]([CH2:25]3)[CH2:23]1)[CH2:29]2)=[O:19])([CH2:8][C:9]1[C:17]2[C:12](=[CH:13][CH:14]=[CH:15][CH:16]=2)[NH:11][CH:10]=1)[C:3]([O:5]CC)=[O:4].CC(C(NC1C2CC3CC(CC1C3)C2)=O)(CC1C2C(=CC=CC=2)NC=1)C(O)=O.[K+].[Br-]>>[CH3:1][C:2]([C:18]([NH:20][CH2:21][C:22]12[CH2:31][CH:26]3[CH2:27][CH:28]([CH2:30][CH:24]([CH2:25]3)[CH2:23]1)[CH2:29]2)=[O:19])([CH2:8][C:9]1[C:17]2[C:12](=[CH:13][CH:14]=[CH:15][CH:16]=2)[NH:11][CH:10]=1)[C:3]([OH:5])=[O:4] |f:2.3|. Procedure details: Compound 10 was prepared from Compound 9 according to the procedure for Compound 6. The product was obtained as a white solid. 1.95 9 (71%) IR (KBr) 3440, 2912, 1713, 1652, 1621, 1189, 746 cm-1. Starting materials: CCCc1ccc(O)c([N+](=O)[O-])c1, CCOC(C)=O, [H][H]. Yields the product CCCc1ccc(O)c(N)c1. RXN SMILES: [CH2:1]([CH2:2][CH3:3])[c:4]1[cH:5][c:6]([N+:11]([O-:12])=[O:13])[c:7]([OH:10])[cH:8][cH:9]1.[CH3:16][CH2:17][O:18][C:19](=[O:20])[CH3:21].[H:14][H:15]>>[CH2:1]([CH2:2][CH3:3])[c:4]1[cH:5][c:6]([NH2:11])[c:7]([OH:10])[cH:8][cH:9]1. The reactants are CC(C(F)(F)F)(C)C=1C=CC(=C(CN[C@@H]2[C@@H](NCCC2)C2=CC=CC=C2)C1)OC ((2S,3S)-3-[5-(1,1-Dimethyl-2,2,2-trifluoroethyl)-2-methoxybenzylamino]-2-phenylpiperidine), Cl.Cl.FC(C)(F)C=1C=CC(=C(CN[C@@H]2[C@@H](NCCC2)C2=CC=CC=C2)C1)OC(F)(F)F ((2S,3S)-3-(5-(1,1-Difluoroethyl)-2-(trifluoromethoxy)benzyl)amino-2-phenylpiperidine dihydrochloride). Yields the product Cl.Cl.CC(C(F)(F)F)(C)C=1C=CC(=C(CN[C@@H]2[C@@H](NCCC2)C2=CC=CC=C2)C1)OC ((2S,3S)-3-[5-(1,1-Dimethyl-2,2,2-trifluoroethyl)-2-methoxybenzylamino]-2-phenylpiperidine dihydrochloride). RXN SMILES: [CH3:1][C:2]([C:8]1[CH:9]=[CH:10][C:11]([O:28][CH3:29])=[C:12]([CH:27]=1)[CH2:13][NH:14][C@H:15]1[CH2:20][CH2:19][CH2:18][NH:17][C@H:16]1[C:21]1[CH:26]=[CH:25][CH:24]=[CH:23][CH:22]=1)([CH3:7])[C:3]([F:6])([F:5])[F:4].[ClH:30].Cl.FC(C1C=CC(OC(F)(F)F)=C(C=1)CN[C@H]1CCCN[C@H]1C1C=CC=CC=1)(F)C>>[ClH:30].[ClH:30].[CH3:7][C:2]([C:8]1[CH:9]=[CH:10][C:11]([O:28][CH3:29])=[C:12]([CH:27]=1)[CH2:13][NH:14][C@H:15]1[CH2:20][CH2:19][CH2:18][NH:17][C@H:16]1[C:21]1[CH:26]=[CH:25][CH:24]=[CH:23][CH:22]=1)([CH3:1])[C:3]([F:4])([F:5])[F:6] |f:1.2.3,4.5.6|. Reported procedure: This compound was prepared from Compound 73 in the same manner of Compound 28. Starting materials: CO, CCCCCC, ClCCCl, O=C(O)c1ccc(O)c(F)c1, O=S(=O)(O)O. Yields the product COC(=O)c1ccc(O)c(F)c1. RXN SMILES: [CH3:16][OH:17].[CH3:23][CH2:24][CH2:25][CH2:26][CH2:27][CH3:28].[Cl:12][CH2:13][CH2:14][Cl:15].[F:1][c:2]1[cH:3][c:4]([C:5](=[O:6])[OH:7])[cH:8][cH:9][c:10]1[OH:11].[S:18](=[O:19])(=[O:20])([OH:21])[OH:22]>>[F:1][c:2]1[cH:3][c:4]([C:5](=[O:6])[O:7][CH3:13])[cH:8][cH:9][c:10]1[OH:11]. The reactants are C([O-])([O-])=O.[Na+].[Na+] (sodium carbonate), C(C)(C)(C)OC(=O)N(S(=O)(=O)C)C=1C=C(C=NC1OC)C=1C=C2C(=NC1)N(C=C2I)C(=O)OC(C)(C)C (tert-butyl 5-(5-(N-(tert-butoxycarbonyl)methylsulfonamido)-6-methoxypyridin-3-yl)-3-iodo-1H-pyrrolo[2,3-b]pyridine-1-carboxylate), FC=1C=C(CN2N=C(C(=C2C)B2OC(C(O2)(C)C)(C)C)C)C=CC1 (1-(3-fluoro benzyl)-3,5-dimethyl-4-(4,4,5,5-tetramethyl-1,3,2-dioxaborolan-2-yl)-1H-pyrazole), C(C)(C)(C)OC(=O)N(S(=O)(=O)C)C=1C=C(C=NC1OC)C=1C=C2C(=NC1)N(C=C2I)C(=O)OC(C)(C)C (tert-butyl 5-(5-(N-(tert-butoxycarbonyl)methylsulfonamido)-6-methoxypyridin-3-yl)-3-iodo-1H-pyrrolo[2,3-b]pyridine-1-carboxylate), FC=1C=C(CN2N=C(C(=C2C)B2OC(C(O2)(C)C)(C)C)C)C=CC1 (1-(3-fluoro benzyl)-3,5-dimethyl-4-(4,4,5,5-tetramethyl-1,3,2-dioxaborolan-2-yl)-1H-pyrazole). The reagents and catalysts are Cl[Pd]([P](C1=CC=CC=C1)(C2=CC=CC=C2)C3=CC=CC=C3)([P](C4=CC=CC=C4)(C5=CC=CC=C5)C6=CC=CC=C6)Cl (Pd(PPh3)2Cl2). Reaction SMILES: C(OC([N:8]([C:13]1[CH:14]=[C:15]([C:21]2[CH:22]=[C:23]3[C:29](I)=[CH:28][N:27]([C:31]([O:33][C:34]([CH3:37])([CH3:36])[CH3:35])=[O:32])[C:24]3=[N:25][CH:26]=2)[CH:16]=[N:17][C:18]=1[O:19][CH3:20])[S:9]([CH3:12])(=[O:11])=[O:10])=O)(C)(C)C.[F:38][C:39]1[CH:40]=[C:41]([CH:59]=[CH:60][CH:61]=1)[CH2:42][N:43]1[C:47]([CH3:48])=[C:46](B2OC(C)(C)C(C)(C)O2)[C:45]([CH3:58])=[N:44]1.C(=O)([O-])[O-].[Na+].[Na+]>COCCOC.O.Cl[Pd](Cl)([P](C1C=CC=CC=1)(C1C=CC=CC=1)C1C=CC=CC=1)[P](C1C=CC=CC=1)(C1C=CC=CC=1)C1C=CC=CC=1>[F:38][C:39]1[CH:40]=[C:41]([CH:59]=[CH:60][CH:61]=1)[CH2:42][N:43]1[C:47]([CH3:48])=[C:46]([C:29]2[C:23]3[C:24](=[N:25][CH:26]=[C:21]([C:15]4[CH:16]=[N:17][C:18]([O:19][CH3:20])=[C:13]([NH:8][S:9]([CH3:12])(=[O:11])=[O:10])[CH:14]=4)[CH:22]=3)[N:27]([C:31]([O:33][C:34]([CH3:37])([CH3:36])[CH3:35])=[O:32])[CH:28]=2)[C:45]([CH3:58])=[N:44]1 |f:2.3.4,5.6,^1:77,96|. Solvent: COCCOC.O (DME water). Yields the product FC=1C=C(CN2N=C(C(=C2C)C2=CN(C3=NC=C(C=C32)C=3C=NC(=C(C3)NS(=O)(=O)C)OC)C(=O)OC(C)(C)C)C)C=CC1 (tert-butyl 3-(1-(3-fluorobenzyl)-3,5-dimethyl-1H-pyrazol-4-yl)-5-(6-methoxy-5-(methyl sulfonamido)pyridin-3-yl)-1H-pyrrolo[2,3-b]pyridine-1-carboxylate). Reported procedure: Using similar reaction conditions as described in step-i of example-1, tert-butyl 5-(5-(N-(tert-butoxycarbonyl)methylsulfonamido)-6-methoxypyridin-3-yl)-3-iodo-1H-pyrrolo[2,3-b]pyridine-1-carboxylate (intermediate 66) (100 mg, 0.155 mmol) was coupled with 1-(3-fluorobenzyl)-3,5-dimethyl-4-(4,4,5,5-tetramethyl-1,3,2-dioxaborolan-2-yl)-1H-pyrazole (intermediate 16) (61 mg, 0.186 mmol) using Pd(PPh3)2Cl2 (5 mg, 0.0077 mol) and sodium carbonate (49 mg, 0.465 mmol) in DME/water (10/1 ml) to afford 61... Yield: 63.4%.